This data is from the Open Reaction Database (ORD), a public repository of structured organic reaction records. The task is: describe an organic reaction: reactants, conditions, products, and yield Yield: 72.0%. Reported procedure: To a 250 ml reactor equipped with an agitator and nitrogen-inlet, nitrogen gas was slowly influxed as 2,4-dinitrophenol (7.36 g, 0.04 mole) was dissolved in 50 ml of the reacting solvent of dimethylacetamide. While influxing nitrogen gas, K2CO3 (6.99 g, 0.05 mole), 1-iodooctadecane (19 g, 0.05 mole) was slowly added and refluxed for 48 hours. The mixture was precipitated in excess distilled water. Thereafter, the solid material so filtered was recrystalized to obtain 2,4-dinitro-octadecanoxy-ben... Reaction SMILES: [N+:1]([C:4]1[CH:9]=[C:8]([N+:10]([O-:12])=[O:11])[CH:7]=[CH:6][C:5]=1O)([O-:3])=[O:2].[C:14]([O-:17])([O-])=O.[K+].[K+].ICCCCC[CH2:26][CH2:27][CH2:28][CH2:29][CH2:30][CH2:31][CH2:32][CH2:33][CH2:34][CH2:35][CH2:36][CH2:37]C>CC(N(C)C)=O>[N+:10]([CH:8]([CH2:9][CH:4]([N+:1]([O-:3])=[O:2])[CH2:5][CH2:6][CH2:37][CH2:36][CH2:35][CH2:34][CH2:33][CH2:32][CH2:31][CH2:30][CH2:29][CH2:28][CH2:27][CH3:26])[CH2:7][O:17][C:14]1[CH:8]=[CH:9][CH:4]=[CH:5][CH:6]=1)([O-:12])=[O:11] |f:1.2.3|. The solvent is reacting solvent, CC(=O)N(C)C (dimethylacetamide). Yields the product [N+](=O)([O-])C(COC1=CC=CC=C1)CC(CCCCCCCCCCCCCC)[N+](=O)[O-] (2,4-dinitro-octadecanoxy-benzene). Starting materials: [N+](=O)([O-])C1=C(C=CC(=C1)[N+](=O)[O-])O (2,4-dinitrophenol), C(=O)([O-])[O-].[K+].[K+] (K2CO3), ICCCCCCCCCCCCCCCCCC (1-iodooctadecane). The reactants are BrC1=CC=C(C=C1)C=1N=C(SC1)NC1(CC1)CO ((1-{[4-(4-bromophenyl)-1,3-thiazol-2-yl]amino}cyclopropyl)methanol), C(=O)(N1C=NC=C1)N1C=NC=C1 (carbonyldiimidazole). Solvent: C(C)#N (acetonitrile). Run at temperature 165 celsius, time 2 minute. Yields the product BrC1=CC=C(C=C1)C=1N=C(SC1)N1C2(CC2)COC1=O (4-[4-(4-Bromophenyl)-1,3-thiazol-2-yl]-6-oxa-4-azaspiro[2.4]heptane-5-one). The yield is 74.0%. As a reaction SMILES: [Br:1][C:2]1[CH:7]=[CH:6][C:5]([C:8]2[N:9]=[C:10]([NH:13][C:14]3([CH2:17][OH:18])[CH2:16][CH2:15]3)[S:11][CH:12]=2)=[CH:4][CH:3]=1.[C:19](N1C=CN=C1)(N1C=CN=C1)=[O:20]>C(#N)C>[Br:1][C:2]1[CH:3]=[CH:4][C:5]([C:8]2[N:9]=[C:10]([N:13]3[C:19](=[O:20])[O:18][CH2:17][C:14]43[CH2:15][CH2:16]4)[S:11][CH:12]=2)=[CH:6][CH:7]=1. Reported procedure: A mixture of (1-{[4-(4-bromophenyl)-1,3-thiazol-2-yl]amino}cyclopropyl)methanol (0.7598 g 2.34 mmol), prepared in previous step, and 15 mL of anhydrous acetonitrile were sonicated for 1 min and then stirred on a vortex stirrer for 2 min. To the resulting solution, carbonyldiimidazole (0.5683 g, 3.5 mmol) was added and the mixture again sonicated for 1 min and stirred on a vortex stirrer for 2 min. The resulting solution was then heated in an Emrys™ Optimizer microwave oven at 165° C. for 20 min....